This data is from the Open Reaction Database (ORD), a public repository of structured organic reaction records. The task is: describe an organic reaction: reactants, conditions, products, and yield Starting materials: ClCCC(C(=O)NC)(C1=CC=CC=C1)C1=CC=CC=C1 (4-chloro-N-methyl-2,2-diphenylbutyramide), ClC1=CC=C(C=C1)C1(CCNCC1)O (4-p-chlorophenyl-4-piperidinol). Solvent: C(C(C)C)C(=O)C (i-BuCOMe). The product is Cl.ClC1=CC=C(C=C1)C1(CCN(CC1)CCC(C(=O)NC)(C1=CC=CC=C1)C1=CC=CC=C1)O (4-(p-chlorophenyl)-4-hydroxy-N-methyl-α,α-diphenyl-1-piperidinebutyramide hydrochloride). Isolated yield 32.0%. RXN SMILES: [Cl:1][CH2:2][CH2:3][C:4]([C:15]1[CH:20]=[CH:19][CH:18]=[CH:17][CH:16]=1)([C:9]1[CH:14]=[CH:13][CH:12]=[CH:11][CH:10]=1)[C:5]([NH:7][CH3:8])=[O:6].[Cl:21][C:22]1[CH:27]=[CH:26][C:25]([C:28]2([OH:34])[CH2:33][CH2:32][NH:31][CH2:30][CH2:29]2)=[CH:24][CH:23]=1>C(C(C)=O)C(C)C>[ClH:1].[Cl:21][C:22]1[CH:27]=[CH:26][C:25]([C:28]2([OH:34])[CH2:29][CH2:30][N:31]([CH2:2][CH2:3][C:4]([C:15]3[CH:16]=[CH:17][CH:18]=[CH:19][CH:20]=3)([C:9]3[CH:10]=[CH:11][CH:12]=[CH:13][CH:14]=3)[C:5]([NH:7][CH3:8])=[O:6])[CH2:32][CH2:33]2)=[CH:24][CH:23]=1 |f:3.4|. Procedure: A suspension of 4-chloro-N-methyl-2,2-diphenylbutyramide (1.4 g, 0.005 mol), 4-p-chlorophenyl-4-piperidinol (2.12 g, 0.01 mol), and trace Kl in i-BuCOMe (50 ml) was refluxed for 12 hrs. The reaction mixture was worked-up as described in Example 16 to provide 4-(p-chlorophenyl)-4-hydroxy-N-methyl-α,α-diphenyl-1-piperidinebutyramide hydrochloride (0.8 g, 35%), mp 236-238° C. Starting materials: CS(=O)(=O)Cl, CO, OCC(O)(Cn1ccnc1)c1ccc(Cl)cc1Cl, [K+], [OH-], c1ccncc1. Product: Clc1ccc(C2(Cn3ccnc3)CO2)c(Cl)c1. As a reaction SMILES: [CH3:19][S:20](=[O:21])(=[O:22])[Cl:23].[CH3:32][OH:33].[Cl:1][c:2]1[c:3]([C:9]([CH2:10][n:11]2[cH:12][n:13][cH:14][cH:15]2)([CH2:16][OH:17])[OH:18])[cH:4][cH:5][c:6]([Cl:8])[cH:7]1.[K+:25].[OH-:24].[cH:26]1[cH:27][cH:28][n:29][cH:30][cH:31]1>>[Cl:1][c:2]1[c:3]([C:9]2([CH2:10][n:11]3[cH:12][n:13][cH:14][cH:15]3)[CH2:16][O:18]2)[cH:4][cH:5][c:6]([Cl:8])[cH:7]1.